This data is from the Open Reaction Database (ORD), a public repository of structured organic reaction records. The task is: describe an organic reaction: reactants, conditions, products, and yield The reactants are crude product, C1(=CC=CC=C1)C(C(=O)OCC)(O)C#CC1=CC=CC=C1 (Ethyl α-phenyl-α-phenylethynylglycolate), [H][H] (hydrogen), N1=CC=CC2=CC=CC=C12 (quinoline), [H][H] (hydrogen). The reagents and catalysts are [Pd] (palladium on barium sulfate). The solvent is C(C)O (ethanol). Yields the product C1(=CC=CC=C1)C(C(=O)OCC)(O)C=CC1=CC=CC=C1 (Ethyl α-Phenyl-α-styrylglycolate). As a reaction SMILES: [C:1]1([C:7]([C:14]#[C:15][C:16]2[CH:21]=[CH:20][CH:19]=[CH:18][CH:17]=2)([OH:13])[C:8]([O:10][CH2:11][CH3:12])=[O:9])[CH:6]=[CH:5][CH:4]=[CH:3][CH:2]=1.N1C2C(=CC=CC=2)C=CC=1.[H][H]>[Pd].C(O)C>[C:1]1([C:7]([CH:14]=[CH:15][C:16]2[CH:21]=[CH:20][CH:19]=[CH:18][CH:17]=2)([OH:13])[C:8]([O:10][CH2:11][CH3:12])=[O:9])[CH:2]=[CH:3][CH:4]=[CH:5][CH:6]=1. Procedure: Ethyl α-phenyl-α-phenylethynylglycolate (5.6 g., 0.02 mole) in 50 ml. of absolute ethanol, 0.2 g. of palladium on barium sulfate and a drop of quinoline were placed in a Parr shaker under 40 psi of hydrogen at room temperature. The required amount of hydrogen was taken up in 13 minutes. The catalyst was filtered and the filtrate stripped of ethanol in vacuo to yield 5.7 g. (100%) of crude product. Both n.m.r. and infrared spectroscopy confirmed the structure. The material was distilled to yield ...